From a dataset of the Open Reaction Database (ORD), a public repository of structured organic reaction records. describe an organic reaction: reactants, conditions, products, and yield The reactants are BrC1=CN=C2N1N=CC=N2 (7-bromoimidazo[1,2-b][1,2,4]triazine), P(=O)([O-])([O-])[O-].[K+].[K+].[K+] (potassium phosphate), FC1=C(C=C(C=C1)B1OC(C(O1)(C)C)(C)C)C=1C(=CC=CC1)C#N (2′-fluoro-5′-(4,4,5,5-tetramethyl-[1,3,2]dioxaborolan-2-yl)-biphenyl-2-carbonitrile). The reagents and catalysts are C=1C=CC(=CC1)[P](C=2C=CC=CC2)(C=3C=CC=CC3)[Pd]([P](C=4C=CC=CC4)(C=5C=CC=CC5)C=6C=CC=CC6)([P](C=7C=CC=CC7)(C=8C=CC=CC8)C=9C=CC=CC9)[P](C=1C=CC=CC1)(C=1C=CC=CC1)C=1C=CC=CC1 (Tetrakis(triphenylphosphine)palladium(0)). Solvent: CN(C(C)=O)C (N,N-dimethylacetamide). Conditions: temperature 80 celsius. Product: FC1=C(C=C(C=C1)C1=CN=C2N1N=CC=N2)C=2C(=CC=CC2)C#N (2′-Fluoro-5′-(imidazo[1,2-b][1,2,4]triazin-7-yl)biphenyl-2-carbonitrile). Isolated yield 21.2%. As a reaction SMILES: Br[C:2]1[N:6]2[N:7]=[CH:8][CH:9]=[N:10][C:5]2=[N:4][CH:3]=1.P([O-])([O-])([O-])=O.[K+].[K+].[K+].[F:19][C:20]1[CH:25]=[CH:24][C:23](B2OC(C)(C)C(C)(C)O2)=[CH:22][C:21]=1[C:35]1[C:36]([C:41]#[N:42])=[CH:37][CH:38]=[CH:39][CH:40]=1>CN(C)C(=O)C.C1C=CC([P]([Pd]([P](C2C=CC=CC=2)(C2C=CC=CC=2)C2C=CC=CC=2)([P](C2C=CC=CC=2)(C2C=CC=CC=2)C2C=CC=CC=2)[P](C2C=CC=CC=2)(C2C=CC=CC=2)C2C=CC=CC=2)(C2C=CC=CC=2)C2C=CC=CC=2)=CC=1>[F:19][C:20]1[CH:25]=[CH:24][C:23]([C:2]2[N:6]3[N:7]=[CH:8][CH:9]=[N:10][C:5]3=[N:4][CH:3]=2)=[CH:22][C:21]=1[C:35]1[C:36]([C:41]#[N:42])=[CH:37][CH:38]=[CH:39][CH:40]=1 |f:1.2.3.4,^1:52,54,73,92|. Procedure: A stirred mixture of 7-bromoimidazo[1,2-b][1,2,4]triazine (0.22 g, 1.105 mmol), dried potassium phosphate (0.425 g, 2.002 mmol) and 2′-fluoro-5′-(4,4,5,5-tetramethyl-[1,3,2]dioxaborolan-2-yl)-biphenyl-2-carbonitrile (0.649 g, 2.008 mmol) in anhydrous N,N-dimethylacetamide (4 ml) was degassed by evacuation and refilling with nitrogen three times. Tetrakis(triphenylphosphine)palladium(0) (0.058 g, 0.05 mmol) was added and the mixture was degassed with two more evacuation-refilling cycles before he... The reactants are OC(CN1C[C@H](CCC1)CC(=O)OCC)C1=CC=C(C=C1)/C(/N)=N/O (ethyl 2-((3R)-1-(2-hydroxy-2-(4-((Z)—N′-hydroxycarbamimidoyl)phenyl)ethyl)piperidin-3-yl)acetate), N1=C(C=CC=C1)C1=NOC(=C1C(F)(F)F)C(=O)O (3-(pyridin-2-yl)-4-(trifluoromethyl)isoxazole-5-carboxylic acid), CN(C)C=O (DMF), C(C(=O)Cl)(=O)Cl (Oxalyl chloride). Solvent: C(Cl)Cl (DCM), ClCCl (dichloromethane). Run at time 3 hour. Yields the product OC(CN1C[C@H](CCC1)CC(=O)OCC)C1=CC=C(C=C1)C1=NOC(=N1)C1=C(C(=NO1)C1=NC=CC=C1)C(F)(F)F (ethyl 2-((3R)-1-(2-hydroxy-2-(4-(5-(3-(pyridin-2-yl)-4-(trifluoromethyl)isoxazol-5-yl)-1,2,4-oxadiazol-3-yl)phenyl)ethyl)piperidin-3-yl)acetate). As a reaction SMILES: [N:1]1[CH:6]=[CH:5][CH:4]=[CH:3][C:2]=1[C:7]1[C:11]([C:12]([F:15])([F:14])[F:13])=[C:10]([C:16]([OH:18])=O)[O:9][N:8]=1.CN(C=O)C.C(Cl)(=O)C(Cl)=O.[OH:30][CH:31]([C:45]1[CH:50]=[CH:49][C:48](/[C:51](=[N:53]/O)/[NH2:52])=[CH:47][CH:46]=1)[CH2:32][N:33]1[CH2:38][CH2:37][CH2:36][C@H:35]([CH2:39][C:40]([O:42][CH2:43][CH3:44])=[O:41])[CH2:34]1>ClCCl>[OH:30][CH:31]([C:45]1[CH:50]=[CH:49][C:48]([C:51]2[N:53]=[C:16]([C:10]3[O:9][N:8]=[C:7]([C:2]4[CH:3]=[CH:4][CH:5]=[CH:6][N:1]=4)[C:11]=3[C:12]([F:13])([F:14])[F:15])[O:18][N:52]=2)=[CH:47][CH:46]=1)[CH2:32][N:33]1[CH2:38][CH2:37][CH2:36][C@H:35]([CH2:39][C:40]([O:42][CH2:43][CH3:44])=[O:41])[CH2:34]1. Reported procedure: Under an argon atmosphere, 3-(pyridin-2-yl)-4-(trifluoromethyl)isoxazole-5-carboxylic acid, Int-IV (40 mg, 0.155 mmol) was suspended in dichloromethane (1.5 mL) with sonication and DMF (5 μl, 0.065 mmol) was added. Oxalyl chloride (54.3 μl, 0.620 mmol) was added dropwise over 1-2 minutes. The reaction vial was flushed with argon and sealed. After 3 h, the contents were concentrated in vacuo. The material was re-constituted in dichloromethane and a solution of ethyl 2-((3R)-1-(2-hydroxy-2-(4-((Z)... Starting materials: CC(C)(C)NS(=O)(=O)c1ccc(B2OC(C)(C)C(C)(C)O2)s1, Cc1cc(-c2ccc(C(F)(F)F)cc2)nc(-c2ccnc(Cl)c2)c1. Yields the product Cc1cc(-c2ccc(C(F)(F)F)cc2)nc(-c2ccnc(-c3ccc(S(=O)(=O)NC(C)(C)C)s3)c2)c1. As a reaction SMILES: [C:25]([CH3:26])([CH3:27])([CH3:28])[NH:29][S:30](=[O:31])(=[O:32])[c:33]1[s:34][c:35]([B:38]2[O:39][C:40]([CH3:41])([CH3:42])[C:43]([CH3:44])([CH3:45])[O:46]2)[cH:36][cH:37]1.[Cl:1][c:2]1[n:3][cH:4][cH:5][c:6](-[c:8]2[n:9][c:10](-[c:15]3[cH:16][cH:17][c:18]([C:21]([F:22])([F:23])[F:24])[cH:19][cH:20]3)[cH:11][c:12]([CH3:14])[cH:13]2)[cH:7]1>>[c:2]1(-[c:35]2[s:34][c:33]([S:30]([NH:29][C:25]([CH3:26])([CH3:27])[CH3:28])(=[O:31])=[O:32])[cH:37][cH:36]2)[n:3][cH:4][cH:5][c:6](-[c:8]2[n:9][c:10](-[c:15]3[cH:16][cH:17][c:18]([C:21]([F:22])([F:23])[F:24])[cH:19][cH:20]3)[cH:11][c:12]([CH3:14])[cH:13]2)[cH:7]1. Reactants: CC1(C(C1C=C(Cl)Cl)(C)C)C(=O)O (1,2,2-trimethyl-3-(2',2'-dichlorovinyl)-cyclopropanecarboxylic acid), S(=O)(Cl)Cl (thionyl chloride). Run in C1=CC=CC=C1 (benzene). The product is CC1(C(C1C=C(Cl)Cl)(C)C)C(=O)Cl (1,2,2-trimethyl-3-(2',2',-dichlorovinyl)-cyclopropane-carboxylic acid chloride). RXN SMILES: [CH3:1][C:2]1([C:11]([OH:13])=O)[CH:4]([CH:5]=[C:6]([Cl:8])[Cl:7])[C:3]1([CH3:10])[CH3:9].S(Cl)([Cl:16])=O>C1C=CC=CC=1>[CH3:1][C:2]1([C:11]([Cl:16])=[O:13])[CH:4]([CH:5]=[C:6]([Cl:8])[Cl:7])[C:3]1([CH3:10])[CH3:9]. Reported procedure: 0.60 Part of the above carboxylic acid was agitated with 0.38 part of thionyl chloride at 80° C. for 30 minutes in benzene as a solvent to obtain 1,2,2-trimethyl-3-(2',2',-dichlorovinyl)-cyclopropane-carboxylic acid chloride. The acid chloride was agitated with 0.53 part of 3-phenoxybenzyl alcohol in the presence of pyridine at room temperature in benzene as a solvent to obtain 1.02 parts of 3-phenoxybenzyl-1',2',2'-trimethyl-3'-(2",2"-dichlorovinyl)-cyclopropane-carboxylate. The results of the ... Reactants: C(=O)[O-].[NH4+] (ammonium formate), C(C1=CC=CC=C1)N1CCC2(CC1)CN(C1=CC=CC(=C12)[C@@H]1N(CCC1)C(=O)OC(C)(C)C)C=1C2=C(N=CN1)CC[C@H]2C ((R)-tert-butyl 2-(1′-benzyl-1-((R)-5-methyl-6,7-dihydro-5H-cyclopenta[d]pyrimidin-4-yl)spiro[indoline-3,4′-piperidine]-4-yl)pyrrolidine-1-carboxylate). The reagents and catalysts are [Pd] (palladium on carbon). The solvent is CO (MeOH). Product: C[C@@H]1CCC=2N=CN=C(C21)N2CC1(CCNCC1)C1=C(C=CC=C21)[C@@H]2N(CCC2)C(=O)OC(C)(C)C ((R)-tert-butyl 2-(1-((R)-5-methyl-6,7-dihydro-5H-cyclopenta[d]pyrimidin-4-yl)spiro[indoline-3,4′-piperidine]-4-yl)pyrrolidine-1-carboxylate). Yield: 62.8%. Reaction SMILES: C([O-])=O.[NH4+].C([N:12]1[CH2:17][CH2:16][C:15]2([C:25]3[C:20](=[CH:21][CH:22]=[CH:23][C:24]=3[C@H:26]3[CH2:30][CH2:29][CH2:28][N:27]3[C:31]([O:33][C:34]([CH3:37])([CH3:36])[CH3:35])=[O:32])[N:19]([C:38]3[C:39]4[C@H:46]([CH3:47])[CH2:45][CH2:44][C:40]=4[N:41]=[CH:42][N:43]=3)[CH2:18]2)[CH2:14][CH2:13]1)C1C=CC=CC=1>[Pd].CO>[CH3:47][C@H:46]1[C:39]2[C:38]([N:19]3[C:20]4[C:25](=[C:24]([C@H:26]5[CH2:30][CH2:29][CH2:28][N:27]5[C:31]([O:33][C:34]([CH3:35])([CH3:37])[CH3:36])=[O:32])[CH:23]=[CH:22][CH:21]=4)[C:15]4([CH2:16][CH2:17][NH:12][CH2:13][CH2:14]4)[CH2:18]3)=[N:43][CH:42]=[N:41][C:40]=2[CH2:44][CH2:45]1 |f:0.1|. Procedure details: A mixture of palladium on carbon (10% degussa typed, 10 mg), ammonium formate (50 mg, 0.80 mmol) and (R)-tert-butyl 2-(1′-benzyl-1-((R)-5-methyl-6,7-dihydro-5H-cyclopenta[d]pyrimidin-4-yl)spiro[indoline-3,4′-piperidine]-4-yl)pyrrolidine-1-carboxylate (15 mg, 0.026 mmol) in MeOH (5 mL) was heated to reflux for 5 hours. The reaction was filtered with a pad of celite and eluted with EtOAc (100 mL), and the filtrate was washed with water (10 mL). The organic layer was dried with Na2SO4, filtered and... The reactants are C[Si](C)(C)CCOCn1c(CN(CCCCN)C2CCCc3cccnc32)nc2ccccc21, ClCCl, O=C(O)C(F)(F)F. Product: NCCCCN(Cc1nc2ccccc2[nH]1)C1CCCc2cccnc21. RXN SMILES: [CH3:1][Si:2]([CH3:3])([CH3:4])[CH2:5][CH2:6][O:33][CH2:34][n:7]1[c:8]([CH2:16][N:17]([CH2:18][CH2:19][CH2:20][CH2:21][NH2:22])[CH:23]2[CH2:24][CH2:25][CH2:26][c:27]3[cH:28][cH:29][cH:30][n:31][c:32]32)[n:9][c:10]2[c:11]1[cH:12][cH:13][cH:14][cH:15]2.[Cl:42][CH2:43][Cl:44].[OH:35][C:36]([C:37]([F:38])([F:39])[F:40])=[O:41]>>[nH:7]1[c:8]([CH2:16][N:17]([CH2:18][CH2:19][CH2:20][CH2:21][NH2:22])[CH:23]2[CH2:24][CH2:25][CH2:26][c:27]3[cH:28][cH:29][cH:30][n:31][c:32]32)[n:9][c:10]2[c:11]1[cH:12][cH:13][cH:14][cH:15]2. Starting materials: ice water, IC1=COC2=CC=CC=C2C1=O (3-iodochromone), N1N=CC2=CC=CC=C12 (indazole), C([O-])([O-])=O.[K+].[K+] (potassium carbonate). Solvent: CN(C=O)C (dimethylformamide). The product is N1N=C(C2=CC=CC=C12)C=1OC2=CC=CC=C2C(C1)=O (2-indazolylchromone). Yield: 86.6%. RXN SMILES: I[C:2]1[C:11](=[O:12])[C:10]2[C:5](=[CH:6][CH:7]=[CH:8][CH:9]=2)[O:4][CH:3]=1.[NH:13]1[C:21]2[C:16](=[CH:17][CH:18]=[CH:19][CH:20]=2)[CH:15]=[N:14]1.C(=O)([O-])[O-].[K+].[K+]>CN(C)C=O>[NH:13]1[C:21]2[C:16](=[CH:17][CH:18]=[CH:19][CH:20]=2)[C:15]([C:3]2[O:4][C:5]3[C:10]([C:11](=[O:12])[CH:2]=2)=[CH:9][CH:8]=[CH:7][CH:6]=3)=[N:14]1 |f:2.3.4|. Procedure: To an eggplant type flask (25 ml), 3-iodochromone (136 mg) prepared in Example 1, indazole (236 mg), potassium carbonate (1382 mg), and dimethylformamide (15 mg) were added and the mixture was reacted at 80° C. for 30 hours with stirring. The reaction mixture was added to ice water and extracted with chloroform. The organic layer was dried over anhydrous sodium sulfate, and concentrated under reduced pressure. The residue was purifiedby the silica gel column chromatography, and the purified prod... Reactants: OCC12CCCC(CC1)(C2)NC(=O)C2=NC=CN=C2 (N-(5-(hydroxymethyl)bicyclo[3.2.1]octan-1-yl)pyrazine-2-carboxamide), C=1C=C[NH+]=CC1.[O-][Cr](=O)(=O)Cl (PCC). Run in C(Cl)Cl (DCM). Run at time 2 hour. Yields the product C(=O)C12CCCC(CC1)(C2)NC(=O)C2=NC=CN=C2 (N-(5-formylbicyclo[3.2.1]octan-1-yl)pyrazine-2-carboxamide). The yield is 64.3%. Reaction SMILES: [OH:1][CH2:2][C:3]12[CH2:10][C:7]([NH:11][C:12]([C:14]3[CH:19]=[N:18][CH:17]=[CH:16][N:15]=3)=[O:13])([CH2:8][CH2:9]1)[CH2:6][CH2:5][CH2:4]2.C1C=C[NH+]=CC=1.[O-][Cr](Cl)(=O)=O>C(Cl)Cl>[CH:2]([C:3]12[CH2:10][C:7]([NH:11][C:12]([C:14]3[CH:19]=[N:18][CH:17]=[CH:16][N:15]=3)=[O:13])([CH2:8][CH2:9]1)[CH2:6][CH2:5][CH2:4]2)=[O:1] |f:1.2|. Procedure details: To a solution of N-(5-(hydroxymethyl)bicyclo[3.2.1]octan-1-yl)pyrazine-2-carboxamide (540 mg, 2.1 mmol) in DCM (20 mL) was added PCC (670 mg, 3.1 mmol) in portions and the reaction mixture was stirred at room temperature for two hours. The mixture was filtered through a pad of silica gel and the filtrate was concentrated. The resulting residue was purified by column chromatography (silica gel, petroleum ether/ethyl acetate=2/1) to yield 350 mg (65%) of the title compound, N-(5-formylbicyclo[3.2....